This data is from the Open Reaction Database (ORD), a public repository of structured organic reaction records. The task is: describe an organic reaction: reactants, conditions, products, and yield Starting materials: CCCO, CN(C)C(=O)c1cc2cccc(N3CCNCC3)c2o1, CC(=O)O, C=Cc1ccc(C(C)=O)cn1, O. The product is CC(=O)c1ccc(CCN2CCN(c3cccc4cc(C(=O)N(C)C)oc34)CC2)nc1. RXN SMILES: [CH2:36]([OH:37])[CH2:38][CH3:39].[CH3:1][N:2]([C:3](=[O:4])[c:5]1[o:6][c:7]2[c:8]([cH:9]1)[cH:10][cH:11][cH:12][c:13]2[N:14]1[CH2:15][CH2:16][NH:17][CH2:18][CH2:19]1)[CH3:20].[CH3:32][C:33](=[O:34])[OH:35].[CH:21](=[CH2:22])[c:23]1[cH:24][cH:25][c:26]([C:29]([CH3:30])=[O:31])[cH:27][n:28]1.[OH2:40]>>[CH3:1][N:2]([C:3](=[O:4])[c:5]1[o:6][c:7]2[c:8]([cH:9]1)[cH:10][cH:11][cH:12][c:13]2[N:14]1[CH2:15][CH2:16][N:17]([CH2:22][CH2:21][c:23]2[cH:24][cH:25][c:26]([C:29]([CH3:30])=[O:31])[cH:27][n:28]2)[CH2:18][CH2:19]1)[CH3:20].